Dataset: the Open Reaction Database (ORD), a public repository of structured organic reaction records. Task: describe an organic reaction: reactants, conditions, products, and yield Reactants: C12C(C3CC(CC(C1)C3)C2)NC(=O)N2CCC3(CC2)CC(C2=CC=CC=C23)C(=O)O (1′-((2-adamantyl)carbamoyl)-2,3-dihydrospiro[indene-1,4′-piperidine]3-carboxylic acid), C(C)O (ethanol). Product: C1(CCCCC1)NC(=O)N1CCC2(CC1)CC(C1=CC=CC=C12)C(=O)OCC ((±)-Ethyl 1′-(cyclohexylcarbamoyl)-2,3-dihydrospiro[indene-1,4′-piperidine]-3-carboxylate). RXN SMILES: [CH:1]12[CH2:10][CH:5]3CC(C[CH:3]([CH2:4]3)[CH:2]1[NH:11][C:12]([N:14]1[CH2:19][CH2:18][C:17]3([C:27]4[C:22](=[CH:23][CH:24]=[CH:25][CH:26]=4)[CH:21]([C:28]([OH:30])=[O:29])[CH2:20]3)[CH2:16][CH2:15]1)=[O:13])C2.[CH2:31](O)[CH3:32]>>[CH:2]1([NH:11][C:12]([N:14]2[CH2:15][CH2:16][C:17]3([C:27]4[C:22](=[CH:23][CH:24]=[CH:25][CH:26]=4)[CH:21]([C:28]([O:30][CH2:31][CH3:32])=[O:29])[CH2:20]3)[CH2:18][CH2:19]2)=[O:13])[CH2:1][CH2:10][CH2:5][CH2:4][CH2:3]1. Procedure details: A procedure analogous to that described Example 4 was followed using 1′-((2-adamantyl)carbamoyl)-2,3-dihydrospiro[indene-1,4′-piperidine]3-carboxylic acid and ethanol. 1H NMR (CD3OD) δ=1.29 (t, 3H), 1.54 (m, 1H), 1.64 (m, 2H), 1.86 (m, 9H), 1.96 (m, 5H), 2.43 (m, 2H), 3.04 (m, 2H), 3.86 (s, 1H), 4.06 (m, 2H), 4.15 (m, 1H), 4.20 (m, 1H), 7.20 (m, 3H), 7.34 (m, 1H); LC-MS (4 min) tR=2.12 min, m/z=437. Starting materials: C[Mg+], CC1CCCC(=O)C12CCCC2, [I-]. The product is CC1CCCC(C)(O)C12CCCC2. Reaction SMILES: [CH3:14][Mg+:15].[CH3:1][CH:2]1[CH2:3][CH2:4][CH2:5][C:6](=[O:12])[C:7]12[CH2:8][CH2:9][CH2:10][CH2:11]2.[I-:13]>>[CH3:1][CH:2]1[CH2:3][CH2:4][CH2:5][C:6]([OH:12])([CH3:14])[C:7]12[CH2:8][CH2:9][CH2:10][CH2:11]2. Reactants: O=C(O)Cc1ccc(CBr)cc1, CC(C)(C)O, ClCCl, O=S(Cl)Cl. Product: CC(C)(C)OC(=O)Cc1ccc(CBr)cc1. RXN SMILES: [Br:1][CH2:2][c:3]1[cH:4][cH:5][c:6]([CH2:9][C:10](=[O:11])[OH:12])[cH:7][cH:8]1.[CH3:17][C:18]([CH3:19])([CH3:20])[OH:21].[Cl:22][CH2:23][Cl:24].[S:13]([Cl:14])([Cl:15])=[O:16]>>[Br:1][CH2:2][c:3]1[cH:4][cH:5][c:6]([CH2:9][C:10]([O:11][C:18]([CH3:17])([CH3:19])[CH3:20])=[O:12])[cH:7][cH:8]1. Reactants: CO, Cl, [Na+], [OH-], O, COC(=O)c1ccc(C=Cc2cnc3ccccc3c2)cc1. Product: O=C(O)c1ccc(C=Cc2cnc3ccccc3c2)cc1. RXN SMILES: [CH3:27][OH:28].[ClH:26].[Na+:25].[OH-:24].[OH2:23].[n:1]1[cH:2][c:3]([CH:11]=[CH:12][c:13]2[cH:14][cH:15][c:16]([C:17](=[O:18])[O:19][CH3:20])[cH:21][cH:22]2)[cH:4][c:5]2[cH:6][cH:7][cH:8][cH:9][c:10]12>>[n:1]1[cH:2][c:3]([CH:11]=[CH:12][c:13]2[cH:14][cH:15][c:16]([C:17](=[O:18])[OH:19])[cH:21][cH:22]2)[cH:4][c:5]2[cH:6][cH:7][cH:8][cH:9][c:10]12. Reactants: N(=O)[O-].[Na+] (NaNO2), CuSO4.5H2O, [Na+].[Cl-] (NaCl), NC=1SC2=C(N1)C(=CC=C2Cl)C (2-amino-4-methyl-7-chlorobenzothiazole). Solvent: O (water), O (water), OP(=O)(O)O (H3PO4). The product is ClC=1SC2=C(N1)C(=CC=C2Cl)C (2-chloro-4-methyl-7-chlorobenzothiazole). Yield: 64.1%. RXN SMILES: N[C:2]1[S:3][C:4]2[C:10]([Cl:11])=[CH:9][CH:8]=[C:7]([CH3:12])[C:5]=2[N:6]=1.N([O-])=O.[Na+].[Na+].[Cl-:18]>OP(O)(O)=O.O>[Cl:18][C:2]1[S:3][C:4]2[C:10]([Cl:11])=[CH:9][CH:8]=[C:7]([CH3:12])[C:5]=2[N:6]=1 |f:1.2,3.4|. Reported procedure: To a slurry of 2-amino-4-methyl-7-chlorobenzothiazole (77.2) (6.37 g) in H3PO4 (85%, 213 ml) in a 500 ml 3-necked flask with mechanical stirring and an internal temperature of <−10° C., was added dropwise a solution of NaNO2 (6.87 g) in water (11 ml). The mixture was warmed to 0° for 30 minutes and then recooled. The slurry was then slowly added to a cold (˜−5° C.) solution of CuSO4.5H2O (32 g) and NaCl (40 g) in water (128 ml) with vigorous mechanical stirring. After the foaming subsides and wa... Reactants: O=C1CC(N(CC1)C(=O)OCC)CC1=CC=CC=C1 ((±)-ethyl 4-oxo-2-(phenylmethyl)-1-piperidinecarboxylate), C(C1=CC=CC=C1)N (benzylamine), CO (methanol). The reagents and catalysts are [Pd] (palladium on activated carbon). Run in S1C=CC=C1 (thiophene). Yields the product C1(=CC=CC=C1)CC1N(CCC(C1)NCC1=CC=CC=C1)C(=O)OCC ((±)-ethyl 2-(phenylmethyl)-4-[(phenylmethyl)amino]-1-piperidine-carboxylate). As a reaction SMILES: O=[C:2]1[CH2:7][CH2:6][N:5]([C:8]([O:10][CH2:11][CH3:12])=[O:9])[CH:4]([CH2:13][C:14]2[CH:19]=[CH:18][CH:17]=[CH:16][CH:15]=2)[CH2:3]1.[CH2:20]([NH2:27])[C:21]1[CH:26]=[CH:25][CH:24]=[CH:23][CH:22]=1.CO>S1C=CC=C1.[Pd]>[C:14]1([CH2:13][CH:4]2[CH2:3][CH:2]([NH:27][CH2:20][C:21]3[CH:26]=[CH:25][CH:24]=[CH:23][CH:22]=3)[CH2:7][CH2:6][N:5]2[C:8]([O:10][CH2:11][CH3:12])=[O:9])[CH:19]=[CH:18][CH:17]=[CH:16][CH:15]=1. Procedure: A mixture of (±)-ethyl 4-oxo-2-(phenylmethyl)-1-piperidinecarboxylate (10 g) and benzylamine (4 g) was hydrogenated at 50° C. in thiophene (4% solution; 1 ml) and methanol (150 ml) with palladium on activated carbon (10%; 3 g) as a catalyst. After uptake of hydrogen, the catalyst was filtered off and the solvent was evaporated, yielding (±)-ethyl 2-(phenylmethyl)-4-[(phenylmethyl)amino]-1-piperidine-carboxylate (interm. 22). Reactants: C1(=CC=CC=C1)C=1NC=C(N1)C=O (2-phenyl-1H-imidazole-4-carbaldehyde), [H-].[Na+] (sodium hydride), O (Water), S1C(=CC2=C1C=CC=C2)S(=O)(=O)Cl (1-Benzothiophene-2-sulfonyl chloride). Solvent: O1CCCC1 (tetrahydrofuran). Reaction conditions: time 30 minute. Product: S1C(=CC2=C1C=CC=C2)S(=O)(=O)N2C(=NC(=C2)C=O)C2=CC=CC=C2 (1-(1-benzothien-2-ylsulfonyl)-2-phenyl-1H-imidazole-4-carbaldehyde). Yield: 83.5%. RXN SMILES: [C:1]1([C:7]2[NH:8][CH:9]=[C:10]([CH:12]=[O:13])[N:11]=2)[CH:6]=[CH:5][CH:4]=[CH:3][CH:2]=1.[H-].[Na+].[S:16]1[C:20]2[CH:21]=[CH:22][CH:23]=[CH:24][C:19]=2[CH:18]=[C:17]1[S:25](Cl)(=[O:27])=[O:26].O>O1CCCC1>[S:16]1[C:20]2[CH:21]=[CH:22][CH:23]=[CH:24][C:19]=2[CH:18]=[C:17]1[S:25]([N:8]1[CH:9]=[C:10]([CH:12]=[O:13])[N:11]=[C:7]1[C:1]1[CH:2]=[CH:3][CH:4]=[CH:5][CH:6]=1)(=[O:27])=[O:26] |f:1.2|. Reported procedure: To a solution of 2-phenyl-1H-imidazole-4-carbaldehyde (700 mg) in tetrahydrofuran (70 mL) was added sodium hydride (60% in oil, 244 mg), and the mixture was stirred for 30 min. 1-Benzothiophene-2-sulfonyl chloride (1.04 g) was added to the reaction mixture, and the mixture was stirred for 1.5 hr. Water was added, and the mixture was extracted with ethyl acetate. The extract was washed with saturated brine, dried over anhydrous magnesium sulfate, and concentrated under reduced pressure. The resid... Starting materials: FC(C=1C=C(COCC2(CCCC(NCC2)=O)C2=CC=CC=C2)C=C(C1)C(F)(F)F)(F)F (6-((3,5-bis(trifluoromethyl)benzyloxy)methyl)-6-phenylazocan-2-one), B.C1CCOC1 (borane THF), Cl (hydrochloric acid), CO (methanol). The solvent is C1CCOC1 (THF). Reaction conditions: temperature 65 celsius. Product: FC(C=1C=C(COCC2(CCNCCCC2)C2=CC=CC=C2)C=C(C1)C(F)(F)F)(F)F (4-((3,5-bis(trifluoromethyl)benzyloxy)methyl)-4-phenylazocane). As a reaction SMILES: [F:1][C:2]([F:32])([F:31])[C:3]1[CH:4]=[C:5]([CH:24]=[C:25]([C:27]([F:30])([F:29])[F:28])[CH:26]=1)[CH2:6][O:7][CH2:8][C:9]1([C:18]2[CH:23]=[CH:22][CH:21]=[CH:20][CH:19]=2)[CH2:16][CH2:15][NH:14][C:13](=O)[CH2:12][CH2:11][CH2:10]1.B.C1COCC1.CO.Cl>C1COCC1>[F:31][C:2]([F:1])([F:32])[C:3]1[CH:4]=[C:5]([CH:24]=[C:25]([C:27]([F:30])([F:29])[F:28])[CH:26]=1)[CH2:6][O:7][CH2:8][C:9]1([C:18]2[CH:23]=[CH:22][CH:21]=[CH:20][CH:19]=2)[CH2:10][CH2:11][CH2:12][CH2:13][NH:14][CH2:15][CH2:16]1 |f:1.2|. Procedure: To a solution of 6-((3,5-bis(trifluoromethyl)benzyloxy)methyl)-6-phenylazocan-2-one (18 mg, step H) in THF (0.10 mL) at room temperature was added borane-THF complex (1.50 M solution in THF, 0.10 mL) and the resulting solution was heated at 65° C. in a sealed vial for 3 h. The solution was cooled to room temperature, and methanol (0.10 mL) was added slowly followed by 1N hydrochloric acid (0.10 mL), and the reaction mixture was heated at 65° C. for 2 h. The solvents were removed in vacuo, dichlo...